This data is from the Open Reaction Database (ORD), a public repository of structured organic reaction records. The task is: describe an organic reaction: reactants, conditions, products, and yield The reactants are COc1ccc2c(O)c(-c3ccc(SC)cc3)ccc2c1, CN(C)C=O, ClCCl, O=[N+]([O-])c1ccc(F)cc1. Yields the product COc1ccc2c(Oc3ccc([N+](=O)[O-])cc3)c(-c3ccc(SC)cc3)ccc2c1. Reaction SMILES: [CH3:1][O:2][c:3]1[cH:4][c:5]2[cH:6][cH:7][c:8](-[c:14]3[cH:15][cH:16][c:17]([S:20][CH3:21])[cH:18][cH:19]3)[c:9]([OH:13])[c:10]2[cH:11][cH:12]1.[CH3:35][N:36]([CH3:37])[CH:38]=[O:39].[Cl:32][CH2:33][Cl:34].[F:22][c:23]1[cH:24][cH:25][c:26]([N+:29](=[O:30])[O-:31])[cH:27][cH:28]1>>[CH3:1][O:2][c:3]1[cH:4][c:5]2[cH:6][cH:7][c:8](-[c:14]3[cH:15][cH:16][c:17]([S:20][CH3:21])[cH:18][cH:19]3)[c:9]([O:13][c:23]3[cH:24][cH:25][c:26]([N+:29](=[O:30])[O-:31])[cH:27][cH:28]3)[c:10]2[cH:11][cH:12]1. Reactants: Cl.Cl.[N+](=O)([O-])C1=CC=C(CN2CCNCC2)C=C1 (N-(4-nitrobenzyl)piperazine dihydrochloride), BrC(C(=O)C1=CC=CC=C1)C (2-bromo-1-phenylpropan-1-one), C(=O)([O-])[O-].[K+].[K+] (K2CO3). The product is Cl.Cl.[N+](=O)([O-])C1=CC=C(CN2CCN(CC2)C(C)C(C2=CC=CC=C2)=O)C=C1 (N1-(4-nitrobenzyl)-N4-(1-benzoylethyl)piperazine dihydrochloride). Isolated yield 1516.1%. RXN SMILES: [ClH:1].Cl.[N+:3]([C:6]1[CH:18]=[CH:17][C:9]([CH2:10][N:11]2[CH2:16][CH2:15][NH:14][CH2:13][CH2:12]2)=[CH:8][CH:7]=1)([O-:5])=[O:4].Br[CH:20]([CH3:29])[C:21]([C:23]1[CH:28]=[CH:27][CH:26]=[CH:25][CH:24]=1)=[O:22].C([O-])([O-])=O.[K+].[K+]>>[ClH:1].[ClH:1].[N+:3]([C:6]1[CH:18]=[CH:17][C:9]([CH2:10][N:11]2[CH2:16][CH2:15][N:14]([CH:20]([C:21](=[O:22])[C:23]3[CH:28]=[CH:27][CH:26]=[CH:25][CH:24]=3)[CH3:29])[CH2:13][CH2:12]2)=[CH:8][CH:7]=1)([O-:5])=[O:4] |f:0.1.2,4.5.6,7.8.9|. Procedure: A mixture of N-(4-nitrobenzyl)piperazine dihydrochloride (7.73 g, 26.3 mmol), 2-bromo-1-phenylpropan-1-one (5.94 ml, 39 mmol) and K2CO3 (12.7 g, 92 mol) was treated according to general preparation 2, then recrystallized with ethanol to give 85 g of N1-(4-nitrobenzyl)-N4-(1-benzoylethyl)piperazine dihydrochloride, yield 70%, mp 256-8° C., which was reduced by reductive iron in the similar procedure of Example 12, to give compound (IV-13), yield 65%, mp 244-246° C. (dec). M+ 323. Run in S1(=O)(=O)CCCC1 (sulfolane), S1(=O)(=O)CCCC1 (sulfolane), S1(=O)(=O)CCCC1 (sulfolane). Procedure details: A suspension of 64.6 g (1.1 mol) of potassium fluoride and 11.25 g (0.075 mol) of cesium-fluoride in 240 ml of sulfolane (1,1-dioxo-tetrahydrothiophene) is heated to 140° C. By reducing the pressure 50 ml of sulfolane are distilled off. To the suspension a solution of 61.4 g (0.37 mol) of 2,5-dichloro-3-fluoropyridine in 20 ml of sulfolane is added. The reaction-mixture is then stirred for 35 hours at a temperature of 140°, cooled and poured into ice/water. The organic material is extracted with... Isolated yield 88.0%. Product: ClC=1C=C(C(=NC1)F)F (5-chloro-2,3-difluoropyridine). Reaction SMILES: [F-:1].[K+].[F-].[Cs+].Cl[C:6]1[C:11]([F:12])=[CH:10][C:9]([Cl:13])=[CH:8][N:7]=1>S1(CCCC1)(=O)=O>[Cl:13][C:9]1[CH:10]=[C:11]([F:12])[C:6]([F:1])=[N:7][CH:8]=1 |f:0.1,2.3|. Conditions: temperature 140 celsius, time 35 hour. The reactants are ClC1=NC=C(C=C1F)Cl (2,5-dichloro-3-fluoropyridine), ice water, [F-].[K+] (potassium fluoride), [F-].[Cs+] (cesium-fluoride). The reactants are resultant mixture, FC=1C=C(N)C=CC1N1N=C(C=C1)C1=NC=CC=C1 (3-fluoro-4-(3-(pyridin-2-yl)-1H-pyrazol-1-yl)aniline), C([O-])([O-])=O.[K+].[K+] (potassium carbonate), C1=CC=C(C=C1)COC(=O)Cl (Cbz-Cl), O (water). The solvent is ClCCl (dichloromethane). The product is C(C1=CC=CC=C1)OC(NC1=CC(=C(C=C1)N1N=C(C=C1)C1=NC=CC=C1)F)=O (3-fluoro-4-(3-(2-pyridyl)-1-pyrazolyl)phenyl carbamic acid benzyl ester). Isolated yield 81.5%. RXN SMILES: [F:1][C:2]1[CH:3]=[C:4]([CH:6]=[CH:7][C:8]=1[N:9]1[CH:13]=[CH:12][C:11]([C:14]2[CH:19]=[CH:18][CH:17]=[CH:16][N:15]=2)=[N:10]1)[NH2:5].C(=O)([O-])[O-].[K+].[K+].[CH:26]1[CH:31]=[CH:30][C:29]([CH2:32][O:33][C:34](Cl)=[O:35])=[CH:28][CH:27]=1.O>ClCCl>[CH2:32]([O:33][C:34](=[O:35])[NH:5][C:4]1[CH:6]=[CH:7][C:8]([N:9]2[CH:13]=[CH:12][C:11]([C:14]3[CH:19]=[CH:18][CH:17]=[CH:16][N:15]=3)=[N:10]2)=[C:2]([F:1])[CH:3]=1)[C:29]1[CH:30]=[CH:31][CH:26]=[CH:27][CH:28]=1 |f:1.2.3|. Procedure details: The above-described product 19a (1 g, 3.9 mmol) was dissolved in dichloromethane (4 mL), and then anhydrous potassium carbonate (0.6 g) was added thereto. Then, Cbz-Cl (1.863 g, 1.537 mL) was slowly dropped, at a rate of 1-2 drops per second, into the mixture maintained in an ice-salt bath. The resultant mixture was reacted for 4 hours at room temperature. After completion of the reaction, water was added into the reaction mixture, followed by extraction with ethyl acetate. The combined ethyl ac...